Dataset: the Open Reaction Database (ORD), a public repository of structured organic reaction records. Task: describe an organic reaction: reactants, conditions, products, and yield Reactants: NC1=C2C(=NC=N1)N(N=C2C2=CC=C(C=C2)OC2=C(C(=CC=C2)F)F)[C@H]2CN(CCC2)C(=O)OC(C)(C)C (tert-butyl (3R)-3-[4-amino-3-[4-(2,3-difluorophenoxy)phenyl]-1H-pyrazolo[3,4-d]pyrimidin-1-yl]piperidine-1-carboxylate). The solvent is ClCCl (dichloromethane), C(=O)(C(F)(F)F)O (CF3COOH). Conditions: temperature 25 celsius, time 3 hour. Yields the product FC1=C(OC2=CC=C(C=C2)C2=NN(C3=NC=NC(=C32)N)[C@H]3CNCCC3)C=CC=C1F (3-[4-(2,3-difluorophenoxy)phenyl]-1-[(3R)-piperidin-3-yl]-1H-pyrazolo[3,4-d]pyrimidin-4-amine). Yield: 110.1%. As a reaction SMILES: [NH2:1][C:2]1[N:7]=[CH:6][N:5]=[C:4]2[N:8]([C@@H:26]3[CH2:31][CH2:30][CH2:29][N:28](C(OC(C)(C)C)=O)[CH2:27]3)[N:9]=[C:10]([C:11]3[CH:16]=[CH:15][C:14]([O:17][C:18]4[CH:23]=[CH:22][CH:21]=[C:20]([F:24])[C:19]=4[F:25])=[CH:13][CH:12]=3)[C:3]=12>ClCCl.C(O)(C(F)(F)F)=O>[F:25][C:19]1[C:20]([F:24])=[CH:21][CH:22]=[CH:23][C:18]=1[O:17][C:14]1[CH:13]=[CH:12][C:11]([C:10]2[C:3]3[C:4](=[N:5][CH:6]=[N:7][C:2]=3[NH2:1])[N:8]([C@@H:26]3[CH2:31][CH2:30][CH2:29][NH:28][CH2:27]3)[N:9]=2)=[CH:16][CH:15]=1. Procedure details: Into a 100 mL round-bottom flask, was placed a solution of tert-butyl (3R)-3-[4-amino-3-[4-(2,3-difluorophenoxy)phenyl]-1H-pyrazolo[3,4-d]pyrimidin-1-yl]piperidine-1-carboxylate (450 mg, 0.86 mmol, 1.00 equiv) in dichloromethane (40 mL) and CF3COOH (10 mL). The resulting solution was stirred for 3 h at 25° C. and then concentrated under vacuum. The resulting solution was diluted with 50 mL of dichloromethane and washed with aqueous sodium bicarbonate and brine. The organics were dried over anhyd... RXN SMILES: [CH3:31][N:32]1[CH2:33][CH2:34][NH:35][CH2:36][CH2:37]1.[CH3:38][N:39]1[CH2:40][CH2:41][CH2:42][C:43]1=[O:44].[Cl:1][c:2]1[c:3]([C:27]([F:28])([F:29])[F:30])[n:4][n:5]([CH2:8][C:9](=[O:10])[N:11]2[CH2:12][CH2:13][C:14]([C:17](=[O:18])[OH:19])([c:20]3[cH:21][cH:22][c:23]([Cl:26])[cH:24][cH:25]3)[CH2:15][CH2:16]2)[c:6]1[CH3:7]>>[Cl:1][c:2]1[c:3]([C:27]([F:28])([F:29])[F:30])[n:4][n:5]([CH2:8][C:9](=[O:10])[N:11]2[CH2:12][CH2:13][C:14]([C:17](=[O:19])[N:35]3[CH2:34][CH2:33][N:32]([CH3:31])[CH2:37][CH2:36]3)([c:20]3[cH:21][cH:22][c:23]([Cl:26])[cH:24][cH:25]3)[CH2:15][CH2:16]2)[c:6]1[CH3:7]. Reactants: CN1CCNCC1, CN1CCCC1=O, Cc1c(Cl)c(C(F)(F)F)nn1CC(=O)N1CCC(C(=O)O)(c2ccc(Cl)cc2)CC1. Yields the product Cc1c(Cl)c(C(F)(F)F)nn1CC(=O)N1CCC(C(=O)N2CCN(C)CC2)(c2ccc(Cl)cc2)CC1. Reactants: C([O-])([O-])=O.[K+].[K+] (potassium carbonate), Cl.ClCC1=CC=NC=C1 (4-chloromethylpyridine hydrochloride), [N+](=O)([O-])C=1C=C(C=CC1)N1C(NC(C2=C1N=CC=C2)=O)=O (1-(3-Nitrophenyl)pyrido[2,3-d]pyrimidine-2,4(1H,3H)-dione). Solvent: CC(=O)C (acetone). Conditions: temperature 0 celsius. Product: [N+](=O)([O-])C=1C=C(C=CC1)N1C(N(C(C2=C1N=CC=C2)=O)CC2=CC=NC=C2)=O (1-(3-nitrophenyl)-3-(4-pyridylmethyl)pyrido[2,3-d]pyrimidine-2,4(1H,3H)-dione). Isolated yield 63.0%. As a reaction SMILES: [N+:1]([C:4]1[CH:5]=[C:6]([N:10]2[C:15]3[N:16]=[CH:17][CH:18]=[CH:19][C:14]=3[C:13](=[O:20])[NH:12][C:11]2=[O:21])[CH:7]=[CH:8][CH:9]=1)([O-:3])=[O:2].C(=O)([O-])[O-].[K+].[K+].Cl.Cl[CH2:30][C:31]1[CH:36]=[CH:35][N:34]=[CH:33][CH:32]=1>CC(C)=O>[N+:1]([C:4]1[CH:5]=[C:6]([N:10]2[C:15]3[N:16]=[CH:17][CH:18]=[CH:19][C:14]=3[C:13](=[O:20])[N:12]([CH2:30][C:31]3[CH:36]=[CH:35][N:34]=[CH:33][CH:32]=3)[C:11]2=[O:21])[CH:7]=[CH:8][CH:9]=1)([O-:3])=[O:2] |f:1.2.3,4.5|. Procedure: 1-(3-Nitrophenyl)pyrido[2,3-d]pyrimidine-2,4(1H,3H)-dione (12.0 g, 42.2 mmoles) was added into 2 liters of acetone and warmed with stirring until a solution was formed. To the solution was added powdered potassium carbonate (23.4 g, 169.3 mmoles) and 4-chloromethylpyridine hydrochloride (10.4 g, 63.4 mmoles). The solution was stirred at reflux temperature for 18 hours. The solution was filtered while hot. Three quarters of the solvent was removed resulting in the formation of a precipitate. The ... Reactants: CCCCS(=O)(=O)NC(=O)c1ccc([N+](=O)[O-])c(NCc2ccc(Cl)cc2Cl)c1, CCO, C1CCOC1, O. The product is CCCCS(=O)(=O)NC(=O)c1ccc(N)c(NCc2ccc(Cl)cc2Cl)c1. Reaction SMILES: [CH2:1]([CH2:2][CH2:3][CH3:4])[S:5](=[O:6])(=[O:7])[NH:8][C:9]([c:10]1[cH:11][c:12]([NH:19][CH2:20][c:21]2[c:22]([Cl:28])[cH:23][c:24]([Cl:27])[cH:25][cH:26]2)[c:13]([N+:16]([O-:17])=[O:18])[cH:14][cH:15]1)=[O:29].[CH3:30][CH2:31][OH:32].[O:33]1[CH2:34][CH2:35][CH2:36][CH2:37]1.[OH2:38]>>[CH2:1]([CH2:2][CH2:3][CH3:4])[S:5](=[O:6])(=[O:7])[NH:8][C:9]([c:10]1[cH:11][c:12]([NH:19][CH2:20][c:21]2[c:22]([Cl:28])[cH:23][c:24]([Cl:27])[cH:25][cH:26]2)[c:13]([NH2:16])[cH:14][cH:15]1)=[O:29].